Task: describe an organic reaction: reactants, conditions, products, and yield. Dataset: the Open Reaction Database (ORD), a public repository of structured organic reaction records The reactants are CNc1cc(NS(=O)(=O)c2ccc(NC(C)=O)cc2)nc(N2CCCC2)n1, [Na+], [OH-]. Product: CNc1cc(NS(=O)(=O)c2ccc(N)cc2)nc(N2CCCC2)n1. RXN SMILES: [CH3:1][NH:2][c:3]1[cH:4][c:5]([NH:14][S:15](=[O:16])(=[O:17])[c:18]2[cH:19][cH:20][c:21]([NH:24][C:25](=[O:26])[CH3:27])[cH:22][cH:23]2)[n:6][c:7]([N:9]2[CH2:10][CH2:11][CH2:12][CH2:13]2)[n:8]1.[Na+:29].[OH-:28]>>[CH3:1][NH:2][c:3]1[cH:4][c:5]([NH:14][S:15](=[O:16])(=[O:17])[c:18]2[cH:19][cH:20][c:21]([NH2:24])[cH:22][cH:23]2)[n:6][c:7]([N:9]2[CH2:10][CH2:11][CH2:12][CH2:13]2)[n:8]1. Starting materials: NC=1SC(=C(N1)C(=O)N1[C@H]2C[C@H]2C[C@H]1CN)C1=CC(=CC=C1)F ([2-amino-5-(3-fluoro-phenyl)-thiazol-4-yl]-((1S,3S,5S)-3-aminomethyl-2-aza-bicyclo[3.1.0]hex-2-yl)-methanone), C(C)N1N=C(C(=C1)C(=O)O)C (1-ethyl-3-methyl-1H-pyrazole-4-carboxylic acid). Yields the product NC=1SC(=C(N1)C(=O)N1[C@H]2C[C@H]2C[C@H]1CNC(=O)C=1C(=NN(C1)CC)C)C1=CC(=CC=C1)F (1-ethyl-3-methyl-1H-pyrazole-4-carboxylic acid {(1S,3S,5S)-2-[2-amino-5-(3-fluoro-phenyl)-thiazole-4-carbonyl]-2-aza-bicyclo[3.1.0]hex-3-ylmethyl}-amide). As a reaction SMILES: [NH2:1][C:2]1[S:3][C:4]([C:17]2[CH:22]=[CH:21][CH:20]=[C:19]([F:23])[CH:18]=2)=[C:5]([C:7]([N:9]2[C@H:14]([CH2:15][NH2:16])[CH2:13][C@H:12]3[C@@H:10]2[CH2:11]3)=[O:8])[N:6]=1.[CH2:24]([N:26]1[CH:30]=[C:29]([C:31](O)=[O:32])[C:28]([CH3:34])=[N:27]1)[CH3:25]>>[NH2:1][C:2]1[S:3][C:4]([C:17]2[CH:22]=[CH:21][CH:20]=[C:19]([F:23])[CH:18]=2)=[C:5]([C:7]([N:9]2[C@H:14]([CH2:15][NH:16][C:31]([C:29]3[C:28]([CH3:34])=[N:27][N:26]([CH2:24][CH3:25])[CH:30]=3)=[O:32])[CH2:13][C@H:12]3[C@@H:10]2[CH2:11]3)=[O:8])[N:6]=1. Procedure: prepared by reaction of [2-amino-5-(3-fluoro-phenyl)-thiazol-4-yl]-((1S,3S,5S)-3-aminomethyl-2-aza-bicyclo[3.1.0]hex-2-yl)-methanone with 1-ethyl-3-methyl-1H-pyrazole-4-carboxylic acid. LC-MS (basic): tR=0.73 min; [M+H]+=469.2.